From a dataset of the Open Reaction Database (ORD), a public repository of structured organic reaction records. describe an organic reaction: reactants, conditions, products, and yield Starting materials: C(C)(C)N[C@H]1C[C@H]([C@H](CC1)N1C([C@H](CC1)CC1(OCCO1)C1=CC(=CC=C1)C(F)(F)F)=O)CS(=O)(=O)C1=CC=CC=C1 ((R*)-1-((1S*,2R*,4R*)-4-(isopropylamino)-2-(phenylsulfonylmethyl)cyclohexyl)-3-((2-(3-(trifluoromethyl)phenyl)-1,3-dioxolan-2-yl)methyl)pyrrolidin-2-one), C=O (formaldehyde), C(#N)[BH3-].[Na+] (Sodium cyanoborohydride). Run in CCOC(=O)C (EtOAc), CO (MeOH). Run at time 3 hour. Product: C(C)(C)N([C@H]1C[C@H]([C@H](CC1)N1C([C@H](CC1)CC1(OCCO1)C1=CC(=CC=C1)C(F)(F)F)=O)CS(=O)(=O)C1=CC=CC=C1)C ((R*)-1-((1S*,2R*,4R*)-4-(isopropyl(methyl)amino)-2-(phenylsulfonylmethyl)cyclohexyl)-3-((2-(3-(trifluoromethyl)phenyl)-1,3-dioxolan-2-yl)methyl)pyrrolidin-2-one). The yield is 73.6%. Reaction SMILES: [CH:1]([NH:4][C@@H:5]1[CH2:10][CH2:9][C@H:8]([N:11]2[CH2:15][CH2:14][C@H:13]([CH2:16][C:17]3([C:22]4[CH:27]=[CH:26][CH:25]=[C:24]([C:28]([F:31])([F:30])[F:29])[CH:23]=4)[O:21][CH2:20][CH2:19][O:18]3)[C:12]2=[O:32])[C@H:7]([CH2:33][S:34]([C:37]2[CH:42]=[CH:41][CH:40]=[CH:39][CH:38]=2)(=[O:36])=[O:35])[CH2:6]1)([CH3:3])[CH3:2].C=O.[C:45]([BH3-])#N.[Na+]>CO.CCOC(C)=O>[CH:1]([N:4]([CH3:45])[C@@H:5]1[CH2:10][CH2:9][C@H:8]([N:11]2[CH2:15][CH2:14][C@H:13]([CH2:16][C:17]3([C:22]4[CH:27]=[CH:26][CH:25]=[C:24]([C:28]([F:31])([F:29])[F:30])[CH:23]=4)[O:21][CH2:20][CH2:19][O:18]3)[C:12]2=[O:32])[C@H:7]([CH2:33][S:34]([C:37]2[CH:42]=[CH:41][CH:40]=[CH:39][CH:38]=2)(=[O:35])=[O:36])[CH2:6]1)([CH3:3])[CH3:2] |f:2.3|. Procedure: Compound 39i-b (103 mg, 168 μmol) and 37% formaldehyde (50 μL, 1.8 mmol) were dissolved in MeOH (2 mL) and stirred for 3 h at room temperature. Sodium cyanoborohydride (16 mg, 252 μmol) was added and the mixture was stirred for 2 h. The reaction was diluted with EtOAc (400 mL), washed with saturated NaHCO3 (3×150 mL) and brine (100 mL), dried over Na2SO4, filtered, and evaporated. The residue was purified by CombiFlash chromatography (silica, 0–10% CH2Cl2/MeOH) and then lyophilized from CH3CN/H2...